From a dataset of the Open Reaction Database (ORD), a public repository of structured organic reaction records. describe an organic reaction: reactants, conditions, products, and yield Starting materials: Br (hydrobromic acid), COC=1C=CC2=C(N=C(C=3C(C=4C=NC=CC4C23)=O)NCCN(C)CCCN(C)CCNC2=NC3=C(C=4C=5C=CN=CC5C(C24)=O)C=CC(=C3)OC)C1 (3-methoxy-6-{2-[(3-{[2-(3-methoxy-7-oxo-7H-5,9-diaza-benzo[c]fluoren-6-ylamino)-ethyl]-methyl-amino}-propyl)-methyl-amino]-ethylamino}-5,9-diaza-benzo[c]fluoren-7-one). The solvent is C(C)(=O)O (acetic acid). Run at temperature 120 celsius. Product: OC=1C=CC2=C(N=C(C=3C(C=4C=NC=CC4C23)=O)NCCN(C)CCCN(C)CCNC2=NC3=C(C=4C=5C=CN=CC5C(C24)=O)C=CC(=C3)O)C1 (3-hydroxy-6-{2-[(3-{[2-(3-hydroxy-7-oxo-7H-5,9-diaza-benzo[c]fluoren-6-ylamino)-ethyl]-methyl-amino}-propyl)-methyl-amino]-ethylamino}-5,9-diaza-benzo[c]fluoren-7-one). As a reaction SMILES: Br.C[O:3][C:4]1[CH:5]=[CH:6][C:7]2[C:19]3[C:18]4[CH:17]=[CH:16][N:15]=[CH:14][C:13]=4[C:12](=[O:20])[C:11]=3[C:10]([NH:21][CH2:22][CH2:23][N:24]([CH2:26][CH2:27][CH2:28][N:29]([CH2:31][CH2:32][NH:33][C:34]3[C:46]4[C:45](=[O:47])[C:44]5[CH:43]=[N:42][CH:41]=[CH:40][C:39]=5[C:38]=4[C:37]4[CH:48]=[CH:49][C:50]([O:52]C)=[CH:51][C:36]=4[N:35]=3)[CH3:30])[CH3:25])=[N:9][C:8]=2[CH:54]=1>C(O)(=O)C>[OH:3][C:4]1[CH:5]=[CH:6][C:7]2[C:19]3[C:18]4[CH:17]=[CH:16][N:15]=[CH:14][C:13]=4[C:12](=[O:20])[C:11]=3[C:10]([NH:21][CH2:22][CH2:23][N:24]([CH2:26][CH2:27][CH2:28][N:29]([CH2:31][CH2:32][NH:33][C:34]3[C:46]4[C:45](=[O:47])[C:44]5[CH:43]=[N:42][CH:41]=[CH:40][C:39]=5[C:38]=4[C:37]4[CH:48]=[CH:49][C:50]([OH:52])=[CH:51][C:36]=4[N:35]=3)[CH3:30])[CH3:25])=[N:9][C:8]=2[CH:54]=1. Procedure: To a mixture of acetic acid (0.6 ml) and hydrobromic acid (48%, 0.6 ml) was added the compound of Example 3 (5.0 mg). The mixture was heated at 120° C. for nineteen hours. The mixture was cooled to room temperature and evaporated to dryness. The residue was purified by amino silica gel column chromatography developed by a mixture of dichloromethane-methanol=1:1 to give the desired compound. The desired product was obtained as a dark red powder. Reaction SMILES: [Br:1][c:2]1[cH:3][cH:4][c:5]([CH:8]([CH3:9])[N:10]2[C:11](=[O:23])[O:12][C:13]([CH:16]([CH3:17])[CH3:18])([CH2:19][CH2:20][CH2:21][OH:22])[CH2:14][CH2:15]2)[cH:6][cH:7]1.[CH3:24][C:25]([CH3:26])=[O:27]>>[Br:1][c:2]1[cH:3][cH:4][c:5]([CH:8]([CH3:9])[N:10]2[C:11](=[O:23])[O:12][C:13]([CH:16]([CH3:17])[CH3:18])([CH2:19][CH2:20][C:21](=[O:22])[OH:27])[CH2:14][CH2:15]2)[cH:6][cH:7]1. The product is CC(c1ccc(Br)cc1)N1CCC(CCC(=O)O)(C(C)C)OC1=O. Reactants: CC(c1ccc(Br)cc1)N1CCC(CCCO)(C(C)C)OC1=O, CC(C)=O. The reactants are ClC1=C(C=CC(=C1)Cl)C=1N=C2N(C=CC=C2)C1 (2-(2,4-dichlorophenyl)-imidazo[1,2-a]pyridine), Cl (hydrochloric acid), [H][H] (hydrogen). Reagents/catalysts: [Pt]=O (platinum oxide). Solvent: C(C)O (ethanol). Yields the product ClC1=C(C=CC(=C1)Cl)C=1N=C2N(CCCC2)C1 (2-(2,4-dichlorophenyl)-5,6,7,8-tetrahydro-imidazo[1,2-a]pyridine). Yield: 26.3%. RXN SMILES: [Cl:1][C:2]1[CH:7]=[C:6]([Cl:8])[CH:5]=[CH:4][C:3]=1[C:9]1[N:10]=[C:11]2[CH:16]=[CH:15][CH:14]=[CH:13][N:12]2[CH:17]=1.Cl.[H][H]>[Pt]=O.C(O)C>[Cl:1][C:2]1[CH:7]=[C:6]([Cl:8])[CH:5]=[CH:4][C:3]=1[C:9]1[N:10]=[C:11]2[CH2:16][CH2:15][CH2:14][CH2:13][N:12]2[CH:17]=1. Reported procedure: To 4.5 g (17.1 mmol) of the above 2-(2,4-dichlorophenyl)-imidazo[1,2-a]pyridine in a Paar bottle, 100 ml of ethanol, 1.5 ml of concentrated hydrochloric acid, and 0.4 g of platinum oxide were added. This mixture was placed on a Paar hydrogenator at 45 psi of hydrogen at room temperature for 15 minutes. Thin layer chromatography revealed that the reaction was complete. The mixture was filtered through celite and washed with 300 ml of ethyl acetate. To the filtrate, excess saturated aqueous sodium... The reactants are C(=O)(OCC1=CC=CC=C1)N([C@@H](C(C)C)C(=O)N([C@@H](CC1=CC(=C(C=C1)O)C(C)(C)C)C(=O)N)C)C (Z-N-Me-Val-N-Me-Tyr(3-tBu)-NH2), [H][H] (hydrogen). Reagents/catalysts: [OH-].[OH-].[Pd+2] (palladium hydroxide on carbon). Solvent: CO (methanol). Product: N([C@@H](C(C)C)C(=O)N([C@@H](CC1=CC(=C(C=C1)O)C(C)(C)C)C(=O)N)C)C (N-Me-Val-N-Me-Tyr(3-tBu)-NH2). RXN SMILES: [C:1]([N:11](C)[C@H:12]([C:16]([N:18]([CH3:35])[C@H:19]([C:32]([NH2:34])=[O:33])[CH2:20][C:21]1[CH:26]=[CH:25][C:24]([OH:27])=[C:23]([C:28]([CH3:31])([CH3:30])[CH3:29])[CH:22]=1)=[O:17])[CH:13]([CH3:15])[CH3:14])(OCC1C=CC=CC=1)=O.[H][H]>CO.[OH-].[OH-].[Pd+2]>[NH:11]([CH3:1])[C@H:12]([C:16]([N:18]([CH3:35])[C@H:19]([C:32]([NH2:34])=[O:33])[CH2:20][C:21]1[CH:26]=[CH:25][C:24]([OH:27])=[C:23]([C:28]([CH3:31])([CH3:29])[CH3:30])[CH:22]=1)=[O:17])[CH:13]([CH3:15])[CH3:14] |f:3.4.5|. Procedure details: A mixture of Z-N-Me-Val-N-Me-Tyr(3-tBu)-NH2 (1.17 g) and 20% palladium hydroxide on carbon (0.24 g) in methanol (20 ml) was stirred at room temperature in a hydrogen atmosphere for 1 hour. The reaction mixture was filtered and washed with methanol. The solvent was distilled off under reduced pressure and the resulting residue was subjected to silica gel column chromatography (eluting solvent consisting of chloroform, methanol and aqueous ammonia at a ratio of 100:10:1) to give N-Me-Val-N-Me-Tyr(...